From a dataset of the Open Reaction Database (ORD), a public repository of structured organic reaction records. describe an organic reaction: reactants, conditions, products, and yield Starting materials: COC1=CC=C(CO[C@H]([C@H]([C@H](CC[C@@H](C[C@@H]([C@H]([C@H](\C=C/[C@H](C[C@@H]([C@@H](/C=C/CO)C)O[Si](C)(C)C(C)(C)C)O[Si](C)(C)C(C)(C)C)C)O[Si](C)(C)C(C)(C)C)C)C)O[Si](C)(C)C(C)(C)C)C)[C@H](\C=C/C=C)C)C=C1 ((2E,4R,5S,7S,8Z,10S,11R,12S,14S,17S,18R,19S,20S,21Z)-19-(4-Methoxybenzyloxy)-5,7,11,17-tetrakis(tert-butyldimethylsilyloxy)-4,10,12,14,18,20-hexamethyltetracosa-2,8,21,23-tetraen-1-ol), C[Si](C)(C)[N-][Si](C)(C)C.[K+] (KHMDS), C1COCCOCCOCCOCCOCCO1 (18-crown-6), CC(=O)OI1(C=2C=CC=CC2C(=O)O1)(OC(=O)C)OC(=O)C (Dess-Martin periodinane), P(=O)(OC(C(=O)OC)(CC(F)(F)F)CC(F)(F)F)([O-])[O-] (bis(2,2,2-trifluoroethyl)-(methoxycarbonylmethyl) phosphate). The solvent is CCOC(=O)C.CCCCCC (EtOAc hexane), C(Cl)(Cl)Cl (CHCl3), C(Cl)(Cl)Cl (CHCl3). Yields the product COC(\C=C/C=C/[C@H]([C@H](C[C@@H](\C=C/[C@@H]([C@@H]([C@H](C[C@H](CC[C@@H]([C@@H]([C@H]([C@H](\C=C/C=C)C)OCC1=CC=C(C=C1)OC)C)O[Si](C)(C)C(C)(C)C)C)C)O[Si](C)(C)C(C)(C)C)C)O[Si](C)(C)C(C)(C)C)O[Si](C)(C)C(C)(C)C)C)=O ((2Z,4E,6R,7S,9S,10Z,12S,13R,14S,16S,19S,20R,21S,22S,23Z)-Methyl-21-(4-methoxybenzyloxy)-7,9,13,1 9-tetrakis(tert-butyldimethylsilyloxy)-6,12,14,16,20,22-hexamethylhexacosa-2,4,10,23,25-pentaenoate). RXN SMILES: COC1C=CC(CO[C@@H:9]([C@@H:66]([CH3:71])/[CH:67]=[CH:68]\[CH:69]=[CH2:70])[C@@H:10]([CH3:65])[C@@H:11]([O:57][Si:58]([C:61]([CH3:64])([CH3:63])[CH3:62])([CH3:60])[CH3:59])[CH2:12][CH2:13][C@H:14]([CH3:56])[CH2:15][C@H:16]([CH3:55])[C@@H:17]([O:47][Si:48]([C:51]([CH3:54])([CH3:53])[CH3:52])([CH3:50])[CH3:49])[C@@H:18]([CH3:46])/[CH:19]=[CH:20]\[C@@H:21]([O:38][Si:39]([C:42]([CH3:45])([CH3:44])[CH3:43])([CH3:41])[CH3:40])[CH2:22][C@H:23]([O:30][Si:31]([C:34]([CH3:37])([CH3:36])[CH3:35])([CH3:33])[CH3:32])[C@H:24]([CH3:29])/[CH:25]=[CH:26]/CO)=CC=1.CC(OI1(OC(C)=O)(OC(C)=O)[O:87][C:85](=O)[C:84]2[CH:83]=[CH:82][CH:81]=[CH:80][C:79]1=2)=O.P([O-])([O-])(O[C:99]([CH2:109]C(F)(F)F)(CC(F)(F)F)[C:100]([O:102][CH3:103])=[O:101])=O.C1OCCOCCOCCOCCOCC[O:118][CH2:117]1.C[Si]([N-][Si](C)(C)C)(C)C.[K+]>C(Cl)(Cl)Cl.CCOC(C)=O.CCCCCC>[CH3:103][O:102][C:100](=[O:101])/[CH:99]=[CH:109]\[CH:26]=[CH:25]\[C@@H:24]([CH3:29])[C@@H:23]([O:30][Si:31]([C:34]([CH3:36])([CH3:37])[CH3:35])([CH3:32])[CH3:33])[CH2:22][C@H:21]([O:38][Si:39]([C:42]([CH3:45])([CH3:44])[CH3:43])([CH3:41])[CH3:40])/[CH:20]=[CH:19]\[C@H:18]([CH3:46])[C@H:17]([O:47][Si:48]([C:51]([CH3:54])([CH3:52])[CH3:53])([CH3:50])[CH3:49])[C@@H:16]([CH3:55])[CH2:15][C@@H:14]([CH3:56])[CH2:13][CH2:12][C@H:11]([O:57][Si:58]([C:61]([CH3:62])([CH3:64])[CH3:63])([CH3:60])[CH3:59])[C@H:10]([CH3:65])[C@@H:9]([O:87][CH2:85][C:84]1[CH:79]=[CH:80][C:81]([O:118][CH3:117])=[CH:82][CH:83]=1)[C@@H:66]([CH3:71])/[CH:67]=[CH:68]\[CH:69]=[CH2:70] |f:4.5,7.8|. Procedure: The procedure for 46 was used with 54 (117 mg, 0.108 μmol) and Dess-Martin periodinane (69 mg, 0.16 μmol), bis(2,2,2-trifluoroethyl)-(methoxycarbonylmethyl) phosphate (0.027 mL, 0.13 μmol), 18-crown-6 (0.14 g, 0.53 mmol) and KHMDS (0.26 mL, 0.13 μmol, 0.5 M solution in toluene) to yield 69 mg (56% for 2 steps) of the product after flash column chromatography (EtOAc/hexane 1:19) as a colorless oil: IR (CHCl3) 2956, 2929, 2856, 1722, 1640, 1514, 1471, 1462, 1250, 1174, 1080, 836, 773 cm−1; 1H NMR ... The reactants are BrBr, c1cnn(C2CC2)c1, ClC(Cl)Cl, [Na+], [Na+], [Na+], O=S([O-])([O-])=S, O=C([O-])O. Yields the product Brc1cnn(C2CC2)c1. RXN SMILES: [Br:9][Br:10].[CH:1]1([n:4]2[n:5][cH:6][cH:7][cH:8]2)[CH2:2][CH2:3]1.[Cl:11][CH:12]([Cl:13])[Cl:14].[Na+:15].[Na+:16].[Na+:26].[O-:17][S:18]([O-:19])(=[S:20])=[O:21].[O-:22][C:23]([OH:24])=[O:25]>>[CH:1]1([n:4]2[n:5][cH:6][c:7]([Br:9])[cH:8]2)[CH2:2][CH2:3]1. Starting materials: ( c ), COC1=CC(=C(C=C1)CC(=O)O)C(C1=C(C=CC=C1)C)=O (4-methoxy-2-(2-methylbenzoyl)phenylacetic acid), C(C1=CC=CC=C1)(=O)C1=C(C=CC(=C1)OC)CC(=O)O (2-benzoyl-4-methoxyphenylacetic acid). Product: COC1=CC(=C(C=C1)CC(=O)O)CC1=C(C=CC=C1)C (4-Methoxy-2-(2-methylbenzyl)phenylacetic Acid). Reaction SMILES: [CH3:1][O:2][C:3]1[CH:8]=[CH:7][C:6]([CH2:9][C:10]([OH:12])=[O:11])=[C:5]([C:13](=O)[C:14]2[CH:19]=[CH:18][CH:17]=[CH:16][C:15]=2[CH3:20])[CH:4]=1.C(C1C=C(OC)C=CC=1CC(O)=O)(=O)C1C=CC=CC=1>>[CH3:1][O:2][C:3]1[CH:8]=[CH:7][C:6]([CH2:9][C:10]([OH:12])=[O:11])=[C:5]([CH2:13][C:14]2[CH:19]=[CH:18][CH:17]=[CH:16][C:15]=2[CH3:20])[CH:4]=1. Procedure: According to the procedure of Preparation 10 (c), except substituting 4-methoxy-2-(2-methylbenzoyl)phenylacetic acid for the 2-benzoyl-4-methoxyphenylacetic acid, the title compound was obtained as a viscous oil: MS (ES) m/e 288.2 (M+NH4)+. Reactants: NC([C@@H](CC1=CNC2=CC=CC=C12)NC(OC(C)(C)C)=O)=O ((R)-tert-butyl 1-amino-3-(1H-indol-3-yl)-1-oxopropan-2-ylcarbamate). Solvent: Cl (HCl), O1CCOCC1 (dioxane). Product: N[C@@H](C(=O)N)CC1=CNC2=CC=CC=C12 ((R)-2-amino-3-(1H-indol-3-yl)propanamide), base. As a reaction SMILES: [NH2:1][C:2](=[O:22])[C@H:3]([NH:14]C(=O)OC(C)(C)C)[CH2:4][C:5]1[C:13]2[C:8](=[CH:9][CH:10]=[CH:11][CH:12]=2)[NH:7][CH:6]=1>Cl.O1CCOCC1>[NH2:14][C@H:3]([CH2:4][C:5]1[C:13]2[C:8](=[CH:9][CH:10]=[CH:11][CH:12]=2)[NH:7][CH:6]=1)[C:2]([NH2:1])=[O:22]. Procedure details: A solution of (R)-tert-butyl 1-amino-3-(1H-indol-3-yl)-1-oxopropan-2-ylcarbamate (0.963 g, 3.18 mmol) in 4N HCl in dioxane (8 mL) was stirred at room temperature for 1 h. It was then concentrated in vacuo. The residue was partitioned between nBuOH and aq. 5% NaHCO3. The nBuOH phase was separated, washed with water, concentrated in vacuo to give (R)-2-amino-3-(1H-indol-3-yl)propanamide as free base (0.324 g). The reactants are C1(=CC=CC=C1)P(C1=CC=CC=C1)C1=CC=CC=C1 (triphenyl phosphine), C(C1=CC=CC=C1)(C1=CC=CC=C1)N1CC(C1)OS(=O)(=O)C (Methanesulfonic acid 1-benzhydryl-azetidin-3-yl ester), [N-]=[N+]=[N-].[Na+] (sodium azide), C(=O)(O)[O-].[Na+] (NaHCO3), [NH4+].[OH-] (NH4OH). Solvent: C1CCOC1 (THF), O (water), CN(C)C=O (DMF). Reaction conditions: temperature 80 celsius, time 30 minute. The product is C(C1=CC=CC=C1)(C1=CC=CC=C1)N1CC(C1)N (1-benzhydryl-azetidin-3-ylamine). The yield is 80.4%. As a reaction SMILES: [CH:1]([N:14]1[CH2:17][CH:16](OS(C)(=O)=O)[CH2:15]1)([C:8]1[CH:13]=[CH:12][CH:11]=[CH:10][CH:9]=1)[C:2]1[CH:7]=[CH:6][CH:5]=[CH:4][CH:3]=1.[N-:23]=[N+]=[N-].[Na+].C([O-])(O)=O.[Na+].C1(P(C2C=CC=CC=2)C2C=CC=CC=2)C=CC=CC=1.[NH4+].[OH-]>CN(C=O)C.C1COCC1.O>[CH:1]([N:14]1[CH2:17][CH:16]([NH2:23])[CH2:15]1)([C:8]1[CH:13]=[CH:12][CH:11]=[CH:10][CH:9]=1)[C:2]1[CH:7]=[CH:6][CH:5]=[CH:4][CH:3]=1 |f:1.2,3.4,6.7|. Procedure details: Methanesulfonic acid 1-benzhydryl-azetidin-3-yl ester (14.8 g, 47 mmol, Oakwood Products) was dissolved in anhydrous DMF (60 mL), and to this solution was added sodium azide (9.0 g, 138 mmol). The mixture was heated (80° C.) for 18 h, cooled to RT, then treated with water (20 mL) and satd. aq. NaHCO3 (20 mL). The resulting mixture was extracted with DCM (4×60 mL) and the organic layer dried over Na2SO4. Solvent removal yielded a crude oil (11 g) that was redissolved in THF (85 mL) and treated wi... Starting materials: BrC1=NC=CC=C1C(=O)C1=C(C=CC=C1)Cl ((2-bromo-pyridin-3-yl)-(2-chloro-phenyl)-methanone), C(CCC)[Sn](C#CC)(CCCC)CCCC (tributyl(1-propynyl)tin). Reagents/catalysts: C=1C=CC(=CC1)[P](C=2C=CC=CC2)(C=3C=CC=CC3)[Pd]([P](C=4C=CC=CC4)(C=5C=CC=CC5)C=6C=CC=CC6)([P](C=7C=CC=CC7)(C=8C=CC=CC8)C=9C=CC=CC9)[P](C=1C=CC=CC1)(C=1C=CC=CC1)C=1C=CC=CC1 (tetrakis(triphenylphosphine)palladium). Run in C1(=CC=CC=C1)C (toluene). Run at time 10 minute. Product: ClC1=C(C=CC=C1)C(=O)C=1C(=NC=CC1)C#CC ((2-Chloro-phenyl)-(2-prop-1-ynyl-pyridin-3-yl)-methanone). As a reaction SMILES: Br[C:2]1[C:7]([C:8]([C:10]2[CH:15]=[CH:14][CH:13]=[CH:12][C:11]=2[Cl:16])=[O:9])=[CH:6][CH:5]=[CH:4][N:3]=1.[CH2:17]([Sn](CCCC)(CCCC)C#CC)[CH2:18][CH2:19]C>C1(C)C=CC=CC=1.C1C=CC([P]([Pd]([P](C2C=CC=CC=2)(C2C=CC=CC=2)C2C=CC=CC=2)([P](C2C=CC=CC=2)(C2C=CC=CC=2)C2C=CC=CC=2)[P](C2C=CC=CC=2)(C2C=CC=CC=2)C2C=CC=CC=2)(C2C=CC=CC=2)C2C=CC=CC=2)=CC=1>[Cl:16][C:11]1[CH:12]=[CH:13][CH:14]=[CH:15][C:10]=1[C:8]([C:7]1[C:2]([C:17]#[C:18][CH3:19])=[N:3][CH:4]=[CH:5][CH:6]=1)=[O:9] |^1:43,45,64,83|. Procedure: Dissolve (2-bromo-pyridin-3-yl)-(2-chloro-phenyl)-methanone (18.0 g, 60.8 mmol) in toluene (600 mL) and purge the solution with nitrogen. After 10 minutes., add tributyl(1-propynyl)tin (22.2 mL, 72.9 mmol) followed by tetrakis(triphenylphosphine)palladium (2.10 g, 1.82 mmol) and heat the mixture to reflux temperature. After 2 hours, cool the mixture to room temperature and concentrate. Purification by flash chromatography on silica gel eluting with hexanes:ethyl acetate (5:1 to 2:1) gives the ti... Procedure: This compound was prepared from the compound of Example 17 by KHMDS deprotonation and N-alkylation with 4-acetoxybutyl bromide in a manner similar to that previously described in Example 9, to afford the desired hydantoin as a solid. LC/MS (ES) m/z 394 [M+H]+. The reactants are CC1(NC(N(C1=O)C1=CC=C(C2=CC=CC=C12)C#N)=O)C (4-(4,4-Dimethyl-2,5-dioxoimidazolidin-1-yl)naphthalene-1-carbonitrile), C[Si](C)(C)[N-][Si](C)(C)C.[K+] (KHMDS), C(C)(=O)OCCCCBr (4-acetoxybutyl bromide). Reaction SMILES: [CH3:1][C:2]1([CH3:21])[C:6](=[O:7])[N:5]([C:8]2[C:17]3[C:12](=[CH:13][CH:14]=[CH:15][CH:16]=3)[C:11]([C:18]#[N:19])=[CH:10][CH:9]=2)[C:4](=[O:20])[NH:3]1.C[Si]([N-][Si](C)(C)C)(C)C.[K+].[C:32]([O:35][CH2:36][CH2:37][CH2:38][CH2:39]Br)(=[O:34])[CH3:33]>>[C:18]([C:11]1[C:12]2[C:17](=[CH:16][CH:15]=[CH:14][CH:13]=2)[C:8]([N:5]2[C:6](=[O:7])[C:2]([CH3:21])([CH3:1])[N:3]([CH2:39][CH2:38][CH2:37][CH2:36][O:35][C:32](=[O:34])[CH3:33])[C:4]2=[O:20])=[CH:9][CH:10]=1)#[N:19] |f:1.2|. The product is C(#N)C1=CC=C(C2=CC=CC=C12)N1C(N(C(C1=O)(C)C)CCCCOC(C)=O)=O (Acetic acid 4-[3-(4-cyanonaphthalen-1-yl)-5,5-dimethyl-2,4-dioxoimidazolidin-1-yl]butyl ester).